Dataset: the Open Reaction Database (ORD), a public repository of structured organic reaction records. Task: describe an organic reaction: reactants, conditions, products, and yield Reactants: C=C(C)CC(C(=O)OC)c1cc(O)cc(OCc2ccccc2)c1, ClCCl, O=S(=O)(OS(=O)(=O)C(F)(F)F)C(F)(F)F, c1ccncc1. Product: C=C(C)CC(C(=O)OC)c1cc(OCc2ccccc2)cc(OS(=O)(=O)C(F)(F)F)c1. As a reaction SMILES: [CH3:16][O:17][C:18]([CH:19]([CH2:20][C:21](=[CH2:22])[CH3:23])[c:24]1[cH:25][c:26]([O:31][CH2:32][c:33]2[cH:34][cH:35][cH:36][cH:37][cH:38]2)[cH:27][c:28]([OH:30])[cH:29]1)=[O:39].[Cl:46][CH2:47][Cl:48].[F:1][C:2]([F:3])([F:4])[S:5](=[O:6])(=[O:7])[O:8][S:9]([C:10]([F:11])([F:12])[F:13])(=[O:14])=[O:15].[cH:40]1[cH:41][cH:42][n:43][cH:44][cH:45]1>>[F:1][C:2]([F:3])([F:4])[S:5](=[O:6])(=[O:7])[O:8][c:28]1[cH:27][c:26]([O:31][CH2:32][c:33]2[cH:34][cH:35][cH:36][cH:37][cH:38]2)[cH:25][c:24]([CH:19]([C:18]([O:17][CH3:16])=[O:39])[CH2:20][C:21](=[CH2:22])[CH3:23])[cH:29]1. Starting materials: BrC=1C=C2C(=CNC2=CC1)C[C@@H]1N(CCC1)C ((R)-5-Bromo-3-(N-methylpyrrolidin-2-yl-methyl)-1H-indole), [H][H] (hydrogen). Reagents/catalysts: [Pd] (palladium on carbon). The solvent is C(C)O (ethanol). Yields the product CN1[C@H](CCC1)CC1=CNC2=CC=CC=C12 ((R)-3-(N-Methylpyrrolidin-2-ylmethyl)-1H-indole). Isolated yield 65.3%. As a reaction SMILES: Br[C:2]1[CH:3]=[C:4]2[C:8](=[CH:9][CH:10]=1)[NH:7][CH:6]=[C:5]2[CH2:11][C@H:12]1[CH2:16][CH2:15][CH2:14][N:13]1[CH3:17].[H][H]>C(O)C.[Pd]>[CH3:17][N:13]1[CH2:14][CH2:15][CH2:16][C@@H:12]1[CH2:11][C:5]1[C:4]2[C:8](=[CH:9][CH:10]=[CH:2][CH:3]=2)[NH:7][CH:6]=1. Procedure details: (R)-5-Bromo-3-(N-methylpyrrolidin-2-yl-methyl)-1H-indole (60 mg, 0.2 mmol) was dissolved in ethanol (1 mL) and hydrogenated over 10% palladium on carbon (45 mg) at 60 p.s.i. of hydrogen pressure at room temperature for 16 hours. The reaction mixture was evaporated to dryness, and the residue partitioned between ethyl acetate and 10% aqueous sodium carbonate. The organic phase was dried (Na2SO4), and evaporated in vacuo. The resulting residue was purified by column chromatography on silica gel (e... Starting materials: CC(C)(C)C1CCC(N)CC1, CC(=O)O[BH-](OC(C)=O)OC(C)=O, CC(=O)O, CCOC(C)=O, ClCCl, NC(=O)c1cccc(-c2ccc(C=O)cc2F)c1, [Na+]. Yields the product CC(C)(C)C1CCC(NCc2ccc(-c3cccc(C(N)=O)c3)c(F)c2)CC1. Reaction SMILES: [C:19]([CH3:20])([CH3:21])([CH3:22])[CH:23]1[CH2:24][CH2:25][CH:26]([NH2:29])[CH2:27][CH2:28]1.[C:34]([O:35][BH-:36]([O:37][C:38](=[O:39])[CH3:40])[O:41][C:42](=[O:43])[CH3:44])(=[O:45])[CH3:46].[CH3:30][C:31](=[O:32])[OH:33].[CH3:51][CH2:52][O:53][C:54]([CH3:55])=[O:56].[Cl:48][CH2:49][Cl:50].[F:1][c:2]1[c:3](-[c:10]2[cH:11][c:12]([C:16](=[O:17])[NH2:18])[cH:13][cH:14][cH:15]2)[cH:4][cH:5][c:6]([CH:8]=[O:9])[cH:7]1.[Na+:47]>>[F:1][c:2]1[c:3](-[c:10]2[cH:11][c:12]([C:16](=[O:17])[NH2:18])[cH:13][cH:14][cH:15]2)[cH:4][cH:5][c:6]([CH2:8][NH:29][CH:26]2[CH2:25][CH2:24][CH:23]([C:19]([CH3:20])([CH3:21])[CH3:22])[CH2:28][CH2:27]2)[cH:7]1. Starting materials: CN1C(=CC2=CC(=CC=C12)[N+](=O)[O-])C1=CC(=C(C#N)C=C1)C (4-(1-methyl-5-nitro-1H-indol-2-yl)-methyl-benzonitrile). The reagents and catalysts are [Pd] (palladium on activated charcoal). Solvent: C(Cl)Cl.CO (methylene chloride methanol), [H][H] (hydrogen). Product: CN1C(=CC2=CC(=CC=C12)N)C1=CC(=C(C#N)C=C1)C (4-(1-methyl-5-amino-1H-indol-2-yl)-methyl-benzonitrile). Reaction SMILES: [CH3:1][N:2]1[C:10]2[C:5](=[CH:6][C:7]([N+:11]([O-])=O)=[CH:8][CH:9]=2)[CH:4]=[C:3]1[C:14]1[CH:21]=[CH:20][C:17]([C:18]#[N:19])=[C:16]([CH3:22])[CH:15]=1>[Pd].C(Cl)Cl.CO.[H][H]>[CH3:1][N:2]1[C:10]2[C:5](=[CH:6][C:7]([NH2:11])=[CH:8][CH:9]=2)[CH:4]=[C:3]1[C:14]1[CH:21]=[CH:20][C:17]([C:18]#[N:19])=[C:16]([CH3:22])[CH:15]=1 |f:2.3|. Procedure details: Prepared analogously to Example 1c from 4-(1-methyl-5-nitro-1H-indol-2-yl)-methyl-benzonitrile, palladium on activated charcoal in methylene chloride/methanol and hydrogen.